This data is from the Open Reaction Database (ORD), a public repository of structured organic reaction records. The task is: describe an organic reaction: reactants, conditions, products, and yield The reactants are F[B-](F)(F)F, CCOC(=O)C(Cc1ccc(OCC(=O)O)cc1)OCC, ClCCl, CCN(C(C)C)C(C)C, CC(C)c1ccc(CNCc2ccc(Cl)cc2)cc1, CN(C)C(On1nnc2ccccc21)=[N+](C)C. Product: CCOC(=O)C(Cc1ccc(OCC(=O)N(Cc2ccc(Cl)cc2)Cc2ccc(C(C)C)cc2)cc1)OCC. As a reaction SMILES: [B-:50]([F:51])([F:52])([F:53])[F:54].[CH2:20]([CH3:21])[O:22][CH:23]([CH2:24][c:25]1[cH:26][cH:27][c:28]([O:29][CH2:30][C:31](=[O:32])[OH:33])[cH:34][cH:35]1)[C:36](=[O:37])[O:38][CH2:39][CH3:40].[CH2:72]([Cl:73])[Cl:74].[CH:41]([N:42]([CH2:43][CH3:44])[CH:45]([CH3:46])[CH3:47])([CH3:48])[CH3:49].[Cl:1][c:2]1[cH:3][cH:4][c:5]([CH2:6][NH:7][CH2:8][c:9]2[cH:10][cH:11][c:12]([CH:15]([CH3:16])[CH3:17])[cH:13][cH:14]2)[cH:18][cH:19]1.[n:55]1([O:56][C:57]([N:58]([CH3:59])[CH3:60])=[N+:61]([CH3:62])[CH3:63])[c:64]2[cH:65][cH:66][cH:67][cH:68][c:69]2[n:70][n:71]1>>[Cl:1][c:2]1[cH:3][cH:4][c:5]([CH2:6][N:7]([CH2:8][c:9]2[cH:10][cH:11][c:12]([CH:15]([CH3:16])[CH3:17])[cH:13][cH:14]2)[C:31]([CH2:30][O:29][c:28]2[cH:27][cH:26][c:25]([CH2:24][CH:23]([O:22][CH2:20][CH3:21])[C:36](=[O:37])[O:38][CH2:39][CH3:40])[cH:35][cH:34]2)=[O:32])[cH:18][cH:19]1. The reactants are COC=1C=CC2=C(C(CO2)=O)C1 (5-methoxy-benzofuran-3 (2H)-one), C(=O)(O)C=P(C1=CC=CC=C1)(C1=CC=CC=C1)C1=CC=CC=C1 ((carboxymethylene)triphenylphosphorane), C1(=CC=CC=C1)C (toluene). The product is C(C)OC(CC1=COC2=C1C=C(C=C2)OC)=O (ethyl(5-methoxy-1-benzofuran-3-yl)acetate). Reaction SMILES: [CH3:1][O:2][C:3]1[CH:4]=[CH:5][C:6]2[O:10][CH2:9][C:8](=O)[C:7]=2[CH:12]=1.[C:13]([CH:16]=P(C1C=CC=CC=1)(C1C=CC=CC=1)C1C=CC=CC=1)([OH:15])=[O:14].[C:36]1(C)C=CC=C[CH:37]=1>>[CH2:36]([O:15][C:13](=[O:14])[CH2:16][C:8]1[C:7]2[CH:12]=[C:3]([O:2][CH3:1])[CH:4]=[CH:5][C:6]=2[O:10][CH:9]=1)[CH3:37]. Procedure: A mixture of 5-methoxy-benzofuran-3 (2H)-one (1.64 g, 10 mmol) and (carboxymethylene)triphenylphosphorane (5.22 g, 15 mmol) was refluxed in toluene (100 ml) for 48 hrs. At the end, reaction mixture was concentrated and loaded over a silica-gel column. The column was eluted with hexane (500 ml) and then with 25% ethyl acetate. The product, ethyl(5-methoxy-1-benzofuran-3-yl)acetate, was obtained as a white oil. Yield: 1.6 g (68%); (M+H): 235.